Dataset: the Open Reaction Database (ORD), a public repository of structured organic reaction records. Task: describe an organic reaction: reactants, conditions, products, and yield Reactants: FC=1C=C(CN2N=CC3=CC(=CC=C23)NC2=NC=NN3C2=C(C=C3)CN3CCC(CC3)C#N)C=CC1 (1-{4-[1-(3-fluoro-benzyl)-1H-indazol-5-ylamino]-pyrrolo[2,1-f][1,2,4]triazin-5-ylmethyl }-piperidine-4-carbonitrile), [N-]=[N+]=[N-].[Na+] (sodium azide), [Cl-].[NH4+] (ammonium chloride). The solvent is CN(C)C=O (DMF), C(Cl)Cl (DCM). Run at temperature 100 celsius, time 20 hour. Yields the product FC=1C=C(CN2N=CC3=CC(=CC=C23)NC2=NC=NN3C2=C(C=C3)CN3CCC(CC3)C3=NN=NN3)C=CC1 ([1-(3-Fluoro-benzyl)-1H-indazol-5-yl]-{5-[4-(1H-tetrazol-5-yl)-piperdin-1-ylmethyl]-pyrrolo[2,1-f][1,2,4]triazin-4-yl}-amine). Yield: 24.2%. Reaction SMILES: [F:1][C:2]1[CH:3]=[C:4]([CH:34]=[CH:35][CH:36]=1)[CH2:5][N:6]1[C:14]2[C:9](=[CH:10][C:11]([NH:15][C:16]3[C:21]4=[C:22]([CH2:25][N:26]5[CH2:31][CH2:30][CH:29]([C:32]#[N:33])[CH2:28][CH2:27]5)[CH:23]=[CH:24][N:20]4[N:19]=[CH:18][N:17]=3)=[CH:12][CH:13]=2)[CH:8]=[N:7]1.[N-:37]=[N+:38]=[N-:39].[Na+].[Cl-].[NH4+]>CN(C=O)C.C(Cl)Cl>[F:1][C:2]1[CH:3]=[C:4]([CH:34]=[CH:35][CH:36]=1)[CH2:5][N:6]1[C:14]2[C:9](=[CH:10][C:11]([NH:15][C:16]3[C:21]4=[C:22]([CH2:25][N:26]5[CH2:27][CH2:28][CH:29]([C:32]6[NH:39][N:38]=[N:37][N:33]=6)[CH2:30][CH2:31]5)[CH:23]=[CH:24][N:20]4[N:19]=[CH:18][N:17]=3)=[CH:12][CH:13]=2)[CH:8]=[N:7]1 |f:1.2,3.4|. Reported procedure: A mixture of 1-{4-[1-(3-fluoro-benzyl)-1H-indazol-5-ylamino]-pyrrolo[2,1-f][1,2,4]triazin-5-ylmethyl }-piperidine-4-carbonitrile (145 mg, 0.3 mmole), sodium azide (59 mg, 3 equiv.) and ammonium chloride (48 mg, 3 equiv.) in DMF (0.6 mL) in a sealed vial was stirred at 100° C. for 20 h. The reaction mixture was cooled to RT, diluted with DCM, washed with water, and dried (Na2SO4). Removal the solvent followed by radial chromatography (2 mm silica gel plate, gradient elution with DCM containing 2 ... Reactants: Nc1ncccc1Br, COCCOC, CC1(C)OB(c2ccc(C=Cc3ccccc3)cc2)OC1(C)C, [Na+], [Na+], O=C([O-])[O-], O, c1ccc(P(c2ccccc2)(c2ccccc2)[Pd](P(c2ccccc2)(c2ccccc2)c2ccccc2)(P(c2ccccc2)(c2ccccc2)c2ccccc2)P(c2ccccc2)(c2ccccc2)c2ccccc2)cc1. The product is Nc1ncccc1-c1ccc(C=Cc2ccccc2)cc1. Reaction SMILES: [Br:1][c:2]1[c:3]([NH2:8])[n:4][cH:5][cH:6][cH:7]1.[CH3:38][O:39][CH2:40][CH2:41][O:42][CH3:43].[CH3:9][C:10]1([CH3:11])[C:12]([CH3:13])([CH3:14])[O:15][B:16]([c:17]2[cH:18][cH:19][c:20]([CH:23]=[CH:24][c:25]3[cH:26][cH:27][cH:28][cH:29][cH:30]3)[cH:21][cH:22]2)[O:31]1.[Na+:32].[Na+:33].[O-:34][C:35](=[O:36])[O-:37].[OH2:44].[cH:45]1[cH:46][cH:47][c:48]([P:49]([Pd:50]([P:51]([c:52]2[cH:53][cH:54][cH:55][cH:56][cH:57]2)([c:58]2[cH:59][cH:60][cH:61][cH:62][cH:63]2)[c:64]2[cH:65][cH:66][cH:67][cH:68][cH:69]2)([P:70]([c:71]2[cH:72][cH:73][cH:74][cH:75][cH:76]2)([c:77]2[cH:78][cH:79][cH:80][cH:81][cH:82]2)[c:83]2[cH:84][cH:85][cH:86][cH:87][cH:88]2)[P:89]([c:90]2[cH:91][cH:92][cH:93][cH:94][cH:95]2)([c:96]2[cH:97][cH:98][cH:99][cH:100][cH:101]2)[c:102]2[cH:103][cH:104][cH:105][cH:106][cH:107]2)([c:108]2[cH:109][cH:110][cH:111][cH:112][cH:113]2)[c:114]2[cH:115][cH:116][cH:117][cH:118][cH:119]2)[cH:120][cH:121]1>>[c:2]1(-[c:17]2[cH:18][cH:19][c:20]([CH:23]=[CH:24][c:25]3[cH:26][cH:27][cH:28][cH:29][cH:30]3)[cH:21][cH:22]2)[c:3]([NH2:8])[n:4][cH:5][cH:6][cH:7]1. Starting materials: O=[N+]([O-])C=C(NCCSCc1nccs1)NCCSCc1nccs1, O. The product is O=[N+]([O-])C=C(NCCSCc1nccs1)NCCS(=O)Cc1nccs1. Reaction SMILES: [N+:1](=[O:2])([O-:3])[CH:4]=[C:5]([NH:6][CH2:7][CH2:8][S:9][CH2:10][c:11]1[s:12][cH:13][cH:14][n:15]1)[NH:16][CH2:17][CH2:18][S:19][CH2:20][c:21]1[s:22][cH:23][cH:24][n:25]1.[OH2:26]>>[N+:1](=[O:2])([O-:3])[CH:4]=[C:5]([NH:6][CH2:7][CH2:8][S:9]([CH2:10][c:11]1[s:12][cH:13][cH:14][n:15]1)=[O:26])[NH:16][CH2:17][CH2:18][S:19][CH2:20][c:21]1[s:22][cH:23][cH:24][n:25]1. Starting materials: Cc1cc2ncn(-c3nc(Cl)nc4[nH]cnc34)c2cc1C, NC1CCC(N)CC1. Yields the product Cc1cc2ncn(-c3nc(NC4CCC(N)CC4)nc4[nH]cnc34)c2cc1C. As a reaction SMILES: [Cl:9][c:10]1[n:11][c:12](-[n:19]2[cH:20][n:21][c:22]3[c:23]2[cH:24][c:25]([CH3:29])[c:26]([CH3:28])[cH:27]3)[c:13]2[n:14][cH:15][nH:16][c:17]2[n:18]1.[NH2:1][CH:2]1[CH2:3][CH2:4][CH:5]([NH2:8])[CH2:6][CH2:7]1>>[NH:1]([CH:2]1[CH2:3][CH2:4][CH:5]([NH2:8])[CH2:6][CH2:7]1)[c:10]1[n:11][c:12](-[n:19]2[cH:20][n:21][c:22]3[c:23]2[cH:24][c:25]([CH3:29])[c:26]([CH3:28])[cH:27]3)[c:13]2[n:14][cH:15][nH:16][c:17]2[n:18]1. The reactants are FC1=C(C=2C(CC(N3C=C(C(C(C23)=C1)=O)C(=O)O)C)=O)N1CCN(CC1)C (9-fluoro-5-methyl-8-(4-methyl-1-piperazinyl)-6,7-dihydro-1,7-dioxo-1H,5H-benzo[ij]quinolizine-2-carboxylic acid), Cl (hydrochloric acid). The solvent is aqueous solution, [OH-].[Na+] (sodium hydroxide), C(C)O (ethanol). The product is O.Cl.FC1=C(C=2C(CC(N3C=C(C(C(C23)=C1)=O)C(=O)O)C)=O)N1CCN(CC1)C (9-fluoro-5-methyl-8-(4-methyl-1-piperazinyl)-6,7-dihydro-1,7-dioxo-1H,5H-benzo[ij]quinolizine-2-carboxylic acid hydrochloride monohydrate). The yield is 82.7%. As a reaction SMILES: [F:1][C:2]1[CH:14]=[C:12]2[C:13]3[N:8]([CH:9]=[C:10]([C:16]([OH:18])=[O:17])[C:11]2=[O:15])[CH:7]([CH3:19])[CH2:6][C:5](=[O:20])[C:4]=3[C:3]=1[N:21]1[CH2:26][CH2:25][N:24]([CH3:27])[CH2:23][CH2:22]1.[ClH:28]>[OH-].[Na+].C(O)C>[OH2:15].[ClH:28].[F:1][C:2]1[CH:14]=[C:12]2[C:13]3[N:8]([CH:9]=[C:10]([C:16]([OH:18])=[O:17])[C:11]2=[O:15])[CH:7]([CH3:19])[CH2:6][C:5](=[O:20])[C:4]=3[C:3]=1[N:21]1[CH2:26][CH2:25][N:24]([CH3:27])[CH2:23][CH2:22]1 |f:2.3,5.6.7|. Procedure: 1.87 g (0.005 mole) of 9-fluoro-5-methyl-8-(4-methyl-1-piperazinyl)-6,7-dihydro-1,7-dioxo-1H,5H-benzo[ij]quinolizine-2-carboxylic acid was dissolved, at room temperature, in a mixture of 25 ml of 2N aqueous solution of sodium hydroxide and 5 ml of ethanol. This solution was adjusted to pH 1 by the addition of concentrated hydrochloric acid under cooling with ice. The crystals which separated out were collected by filtration and successively washed with small volumes of water and ethanol. These c... Starting materials: C(#N)C(C(=O)OCC)=COCC (ethyl 2-cyano-3-ethoxyacrylate), Cl.C(C)(C)NN (isopropyl hydrazine hydrochloride), C([O-])([O-])=O.[K+].[K+] (potassium carbonate). Run in C(C)O.CO (ethanol methanol). Product: NC1=C(C=NN1C(C)C)C(=O)OCC (ethyl 5-amino-1-isopropyl-1H-pyrazole-4-carboxylate). The yield is 93.7%. RXN SMILES: [C:1]([C:3](=[CH:9]OCC)[C:4]([O:6][CH2:7][CH3:8])=[O:5])#[N:2].Cl.[CH:14]([NH:17][NH2:18])([CH3:16])[CH3:15].C(=O)([O-])[O-].[K+].[K+]>C(O)C.CO>[NH2:2][C:1]1[N:17]([CH:14]([CH3:16])[CH3:15])[N:18]=[CH:9][C:3]=1[C:4]([O:6][CH2:7][CH3:8])=[O:5] |f:1.2,3.4.5,6.7|. Reported procedure: A mixture of ethyl 2-cyano-3-ethoxyacrylate (84.4 g, 0.50 mol), isopropyl hydrazine hydrochloride (55.2 g, 0.50 mol) and potassium carbonate (68.8 g, 0.50 mol) in 90% ethanol/methanol (1.5 L) was heated under reflux for 16 hours. The solvent was then removed in vacuo and water and ethyl acetate were added. The mixture was separated and the organic layer was dried over magnesium sulfate, filtered and the solvent was removed in vacuo to yield ethyl 5-amino-1-isopropyl-1H-pyrazole-4-carboxylate (92... Starting materials: CC#N, COc1cc2nccc(Cl)c2cc1OC, Sc1ccc2ccccc2n1. Product: COc1cc2nccc(Sc3ccc4ccccc4n3)c2cc1OC. Reaction SMILES: [CH3:27][C:28]#[N:29].[Cl:12][c:13]1[cH:14][cH:15][n:16][c:17]2[cH:18][c:19]([O:25][CH3:26])[c:20]([O:23][CH3:24])[cH:21][c:22]12.[n:1]1[c:2]([SH:11])[cH:3][cH:4][c:5]2[cH:6][cH:7][cH:8][cH:9][c:10]12>>[n:1]1[c:2]([S:11][c:13]2[cH:14][cH:15][n:16][c:17]3[cH:18][c:19]([O:25][CH3:26])[c:20]([O:23][CH3:24])[cH:21][c:22]23)[cH:3][cH:4][c:5]2[cH:6][cH:7][cH:8][cH:9][c:10]12.